This data is from the Open Reaction Database (ORD), a public repository of structured organic reaction records. The task is: describe an organic reaction: reactants, conditions, products, and yield Reactants: C[C@]1(C[C@]2(CNC(O2)=O)CCC1)CN1C=NC2=C1C=C(C=C2)C#N (1-{[(5S,7S)-7-methyl-2-oxo-1-oxa-3-azaspiro[4.5]dec-7-yl]methyl}-1H-benzimidazole-6-carbonitrile), [H-].[Na+] (sodium hydride), oil, BrC1=CC(=NC=C1)CBr (4-bromo-2-(bromomethyl)pyridine). The solvent is CN(C=O)C (N,N-Dimethylformamide), [NH4+].[Cl-] (NH4Cl). Reaction conditions: time 30 minute. Yields the product BrC1=CC(=NC=C1)CN1C(O[C@]2(C1)C[C@@](CCC2)(C)CN2C=NC1=C2C=C(C=C1)C#N)=O (1-(((5S,7S)-3-((4-bromopyridin-2-yl)methyl)-7-methyl-2-oxo-1-oxa-3-azaspiro[4.5]decan-7-yl)methyl)-1H-benzo[d]imidazole-6-carbonitrile). Isolated yield 92.6%. Reaction SMILES: [CH3:1][C@:2]1([CH2:13][N:14]2[C:18]3[CH:19]=[C:20]([C:23]#[N:24])[CH:21]=[CH:22][C:17]=3[N:16]=[CH:15]2)[CH2:12][CH2:11][CH2:10][C@:4]2([O:8][C:7](=[O:9])[NH:6][CH2:5]2)[CH2:3]1.[H-].[Na+].[Br:27][C:28]1[CH:33]=[CH:32][N:31]=[C:30]([CH2:34]Br)[CH:29]=1>CN(C)C=O.[NH4+].[Cl-]>[Br:27][C:28]1[CH:33]=[CH:32][N:31]=[C:30]([CH2:34][N:6]2[CH2:5][C@@:4]3([CH2:10][CH2:11][CH2:12][C@@:2]([CH2:13][N:14]4[C:18]5[CH:19]=[C:20]([C:23]#[N:24])[CH:21]=[CH:22][C:17]=5[N:16]=[CH:15]4)([CH3:1])[CH2:3]3)[O:8][C:7]2=[O:9])[CH:29]=1 |f:1.2,5.6|. Reported procedure: To a solution of 1-{[(5S,7S)-7-methyl-2-oxo-1-oxa-3-azaspiro[4.5]dec-7-yl]methyl}-1H-benzimidazole-6-carbonitrile (1.0 g, 3.08 mmol) in N,N-Dimethylformamide (DMF) (7 mL) was added 60% sodium hydride in mineral oil (0.160 g, 4.01 mmol) and stirred for 30 minutes. To the mixture was added 4-bromo-2-(bromomethyl)pyridine (0.928 g, 3.70 mmol) and stirred overnight. The reaction was diluted with saturated NH4Cl and extracted with ethyl acetate (3×). The combined organic extracts were washed with sat... Starting materials: CC(C)([O-])C.[K+] (potassium tert-butoxide), CS(=O)(=O)CP(OCC)(OCC)=O (diethyl [(methylsulfonyl)methyl]phosphonate), C(=O)[C@@H]1CC[C@H](CC1)NC(OC(C)(C)C)=O (tert-butyl (trans-4-formylcyclohexyl)carbamate). Solvent: O1CCCC1 (tetrahydrofuran), O1CCCC1 (tetrahydrofuran). Conditions: temperature 0 celsius, time 1 hour. Yields the product CS(=O)(=O)C=C[C@@H]1CC[C@H](CC1)NC(OC(C)(C)C)=O (tert-Butyl {trans-4-[2-(methylsulfonyl)vinyl]cyclohexyl}carbamate). The yield is 69.9%. RXN SMILES: CC(C)([O-])C.[K+].[CH3:7][S:8]([CH2:11]P(=O)(OCC)OCC)(=[O:10])=[O:9].[CH:20]([C@H:22]1[CH2:27][CH2:26][C@H:25]([NH:28][C:29](=[O:35])[O:30][C:31]([CH3:34])([CH3:33])[CH3:32])[CH2:24][CH2:23]1)=O>O1CCCC1>[CH3:7][S:8]([CH:11]=[CH:20][C@H:22]1[CH2:23][CH2:24][C@H:25]([NH:28][C:29](=[O:35])[O:30][C:31]([CH3:34])([CH3:33])[CH3:32])[CH2:26][CH2:27]1)(=[O:9])=[O:10] |f:0.1|. Procedure: To a solution of 1.0 M potassium tert-butoxide in tetrahydrofuran (THF) (1.0 mL, 1.0 mmol) was added diethyl [(methylsulfonyl)methyl]phosphonate (0.21 g, 0.92 mmol) dropwise at 0° C. and the resulting mixture was stirred at 0° C. for 1 h. A solution of tert-butyl (trans-4-formylcyclohexyl)carbamate (0.15 g, 0.66 mmol) in tetrahydrofuran (4.6 mL) was added dropwise, then cooling bath was removed and the mixture was stirred at room temperature for 1 h. The reaction mixture was diluted with EtOAc, ... The product is CCCCCCc1ccncc1Br. Reaction SMILES: [Br:1][c:2]1[cH:3][n:4][cH:5][cH:6][c:7]1[CH:8]=[CH:9][CH2:10][CH2:11][CH2:12][CH3:13].[CH3:14][CH2:15][O:16][C:17]([CH3:18])=[O:19].[Pt:20](=[O:21])=[O:22]>>[Br:1][c:2]1[cH:3][n:4][cH:5][cH:6][c:7]1[CH2:8][CH2:9][CH2:10][CH2:11][CH2:12][CH3:13]. Starting materials: CCCCC=Cc1ccncc1Br, CCOC(C)=O, O=[Pt]=O. Reported procedure: 1-(6-Bromohexyl)-2,4,5-triphenylimidazole (27.6 g) in dry dimethyisulphoxide (70 ml) was added over 10 minutes to a mixture of sodi-m cyanide (3.68 g) in dimethyl-sulphoxide (50 ml) and the reaction was stirred at room temperature for 20 h. The reaction mixture was poured into water (300 ml) and extracted with dichloromethane (3×150 ml). The extracts were combined, washed with water, dried over anhydrous magnesinm sulphate and evaporated to dryness in vacuo. Recrystallisation from diethyl ether ... Yields the product C(#N)CCCCCCN1C(=NC(=C1C1=CC=CC=C1)C1=CC=CC=C1)C1=CC=CC=C1 (1-(6-cyanohexyl)-2,4,5-triphenylimidazole). Conditions: time 20 hour. Isolated yield 99.3%. Run in CS(=O)C (dimethyisulphoxide), CS(=O)C (dimethyl-sulphoxide). Reaction SMILES: Br[CH2:2][CH2:3][CH2:4][CH2:5][CH2:6][CH2:7][N:8]1[C:12]([C:13]2[CH:18]=[CH:17][CH:16]=[CH:15][CH:14]=2)=[C:11]([C:19]2[CH:24]=[CH:23][CH:22]=[CH:21][CH:20]=2)[N:10]=[C:9]1[C:25]1[CH:30]=[CH:29][CH:28]=[CH:27][CH:26]=1.[C-:31]#[N:32].O>CS(C)=O>[C:31]([CH2:2][CH2:3][CH2:4][CH2:5][CH2:6][CH2:7][N:8]1[C:12]([C:13]2[CH:18]=[CH:17][CH:16]=[CH:15][CH:14]=2)=[C:11]([C:19]2[CH:24]=[CH:23][CH:22]=[CH:21][CH:20]=2)[N:10]=[C:9]1[C:25]1[CH:30]=[CH:29][CH:28]=[CH:27][CH:26]=1)#[N:32]. Starting materials: O (water), BrCCCCCCN1C(=NC(=C1C1=CC=CC=C1)C1=CC=CC=C1)C1=CC=CC=C1 (1-(6-Bromohexyl)-2,4,5-triphenylimidazole), [C-]#N (cyanide).